This data is from the Open Reaction Database (ORD), a public repository of structured organic reaction records. The task is: describe an organic reaction: reactants, conditions, products, and yield The product is ClC1(CN2CCC1CC2)C2=NC=CN=C2SCCCC (3-chloro-3-(3-butylthiopyrazinyl)-1-azabicyclo[2.2.2]octane). Procedure details: A 1 g sample of 60% NaH dispersion in oil was triturated twice with hexane then suspended in 300 ml of THF. The mixture was treated with 5 ml of butanethiol and after 30 min the mixture was heated to reflux for 45 min. After cooling to ambient temperature, 1.5 g of (7), (0.0063 mol) was added and the reaction was heated to reflux for 1 h. The mixture was diluted with 100 ml of butanethiol and the reaction was heated to reflux overnight. The solvent was removed by distillation, the residue suspen... Reaction SMILES: [CH2:1]([S:5][C:6]1[C:7]([C:12]2(O)[CH:17]3[CH2:18][CH2:19][N:14]([CH2:15][CH2:16]3)[CH2:13]2)=[N:8][CH:9]=[CH:10][N:11]=1)[CH2:2][CH2:3][CH3:4].S(Cl)([Cl:23])=O>C(Cl)Cl>[Cl:23][C:12]1([C:7]2[C:6]([S:5][CH2:1][CH2:2][CH2:3][CH3:4])=[N:11][CH:10]=[CH:9][N:8]=2)[CH:17]2[CH2:18][CH2:19][N:14]([CH2:15][CH2:16]2)[CH2:13]1. Run in C(Cl)Cl (CH2Cl2), C(Cl)Cl (CH2Cl2). The reactants are C(CCC)SC=1C(=NC=CN1)C1(CN2CCC1CC2)O (3-(3-butylthiopyrazinyl)-1- azabicyclo[2.2.2]octan-3-ol), S(=O)(Cl)Cl (thionyl chloride). Reactants: [Cl-].[NH4+] (ammonium chloride), OC(C(=O)O)(C)C(F)F (2-hydroxy-2-difluoromethylpropionic acid), S(=O)(Cl)Cl (Thionyl chloride), C1(=CC=CC=C1)S(=O)(=O)C1=CC=C(N)C=C1 (4-Phenylsulfonylaniline), C (CH4). Run in CC(=O)N(C)C (dimethylacetamide). Run at temperature -10 celsius, time 1 hour. Product: C1(=CC=CC=C1)S(=O)(=O)C1=CC=C(C=C1)NC(C(C(F)F)(C)O)=O (N-[4-(Phenylsulfonyl)phenyl]-3,3,-difluoro-2-hydroxy-2-methylpropanamide). Reaction SMILES: [OH:1][C:2]([CH:7]([F:9])[F:8])([CH3:6])[C:3](O)=[O:4].S(Cl)(Cl)=O.[C:14]1([S:20]([C:23]2[CH:29]=[CH:28][C:26]([NH2:27])=[CH:25][CH:24]=2)(=[O:22])=[O:21])[CH:19]=[CH:18][CH:17]=[CH:16][CH:15]=1.[Cl-].[NH4+].C>CC(N(C)C)=O>[C:14]1([S:20]([C:23]2[CH:24]=[CH:25][C:26]([NH:27][C:3](=[O:4])[C:2]([OH:1])([CH3:6])[CH:7]([F:9])[F:8])=[CH:28][CH:29]=2)(=[O:21])=[O:22])[CH:19]=[CH:18][CH:17]=[CH:16][CH:15]=1 |f:3.4|. Reported procedure: A solution of 2-hydroxy-2-difluoromethylpropionic acid (0.9 g, 6.4 mmol) in dry dimethylacetamide (15 ml) was stirred under a nitrogen atmosphere at -10° C. Thionyl chloride (0.76 g, 6.4 mmol) was added and the resulting mixture was allowed to stir at -10° C. for 1 hour. 4-Phenylsulfonylaniline (1.0 g, 4.3 mmol) was then added and the reaction mixture was stirred at -10° C. for a further 15 mins. The solution was then allowed to warm to room temperature where it was stirred overnight. The reacti...